This data is from the Open Reaction Database (ORD), a public repository of structured organic reaction records. The task is: describe an organic reaction: reactants, conditions, products, and yield The reactants are OC1=CC(=CC=2OC3=C(C=CC=C3C(C12)=O)OC)O (1,3-dihydroxy-5-methoxy-9H-xanthen-9-one), C(=O)([O-])[O-].[K+].[K+] (K2CO3), C(Cl)C1CO1 (epichlorohydrin). Run in CC(=O)C (acetone). Run at temperature 57.5 celsius. The product is OC1=CC(=CC=2OC3=C(C=CC=C3C(C12)=O)OC)OCC1OC1 (1-hydroxy-5-methoxy-3-(oxiran-2-ylmethoxy)-9H-xanthen-9-one). The yield is 32.1%. RXN SMILES: [OH:1][C:2]1[C:15]2[C:14](=[O:16])[C:13]3[C:8](=[C:9]([O:17][CH3:18])[CH:10]=[CH:11][CH:12]=3)[O:7][C:6]=2[CH:5]=[C:4]([OH:19])[CH:3]=1.C([O-])([O-])=O.[K+].[K+].[CH2:26]([CH:28]1[O:30][CH2:29]1)Cl>CC(C)=O>[OH:1][C:2]1[C:15]2[C:14](=[O:16])[C:13]3[C:8](=[C:9]([O:17][CH3:18])[CH:10]=[CH:11][CH:12]=3)[O:7][C:6]=2[CH:5]=[C:4]([O:19][CH2:26][CH:28]2[CH2:29][O:30]2)[CH:3]=1 |f:1.2.3|. Reported procedure: A mixture of 1,3-dihydroxy-5-methoxy-9H-xanthen-9-one (1.13 g, 4.39 mmol) prepared in Step 1 of Example 1 and K2CO3 (1.52 g, 10.98 mmol) in anhydrous acetone (25 mL) was charged to a dry round-bottom flask, and epichlorohydrin (1.73 mL, 21.95 mmol) was added thereto, followed by stirring under reflux at a temperature of 55 to 60° C. for 6 hours. Solid of the reaction mixture was filtered, and the solvent was removed under reduced pressure. The resulting residue was separated and purified by sili... Procedure details: 88 mg (purity 92%, 0.23 mmol) of 2-{4-[5-chloro-2-(difluoromethyl)phenyl]-5-cyano-2-oxopyridin-1(2H)-yl}propanoic acid (racemate) and 1.1 eq. of tert-butyl 4-aminobenzoate were reacted according to General Method 5A. Yield: 48 mg (36% of theory) Reactants: ClC=1C=CC(=C(C1)C1=CC(N(C=C1C#N)C(C(=O)O)C)=O)C(F)F (2-{4-[5-chloro-2-(difluoromethyl)phenyl]-5-cyano-2-oxopyridin-1(2H)-yl}propanoic acid), NC1=CC=C(C(=O)OC(C)(C)C)C=C1 (tert-butyl 4-aminobenzoate). The product is ClC=1C=CC(=C(C1)C1=CC(N(C=C1C#N)C(C(=O)NC1=CC=C(C(=O)OC(C)(C)C)C=C1)C)=O)C(F)F (tert-Butyl 4-[(2-{4-[5-chloro-2-(difluoromethyl)phenyl]-5-cyano-2-oxopyridin-1(2H)-yl}propanoyl)amino]benzoate). As a reaction SMILES: [Cl:1][C:2]1[CH:3]=[CH:4][C:5]([CH:22]([F:24])[F:23])=[C:6]([C:8]2[C:13]([C:14]#[N:15])=[CH:12][N:11]([CH:16]([CH3:20])[C:17](O)=[O:18])[C:10](=[O:21])[CH:9]=2)[CH:7]=1.[NH2:25][C:26]1[CH:38]=[CH:37][C:29]([C:30]([O:32][C:33]([CH3:36])([CH3:35])[CH3:34])=[O:31])=[CH:28][CH:27]=1>>[Cl:1][C:2]1[CH:3]=[CH:4][C:5]([CH:22]([F:24])[F:23])=[C:6]([C:8]2[C:13]([C:14]#[N:15])=[CH:12][N:11]([CH:16]([CH3:20])[C:17]([NH:25][C:26]3[CH:38]=[CH:37][C:29]([C:30]([O:32][C:33]([CH3:34])([CH3:35])[CH3:36])=[O:31])=[CH:28][CH:27]=3)=[O:18])[C:10](=[O:21])[CH:9]=2)[CH:7]=1. Starting materials: CC1=C(SC=2N=CNC(C21)=O)C(=O)O (5-methyl-4-oxo-3,4-dihydrothieno[2,3-d]pyrimidine-6-carboxylic acid), C(Cl)Cl (DCM), C(CCl)Cl (EDC), C1(=CC=CC=C1)N1CCNCC1 (4-phenylpiperazine). The reagents and catalysts are CN(C)C=1C=CN=CC1 (DMAP). The solvent is CN(C)C=O (DMF). Run at time 8 hour. Yields the product CC1=C(SC=2N=CNC(C21)=O)C(=O)N2CCN(CC2)C2=CC=CC=C2 (5-methyl-6-(4-phenylpiperazine-1-carbonyl)thieno[2,3-d]pyrimidin-4(3H)-one). The yield is 56.4%. Reaction SMILES: [CH3:1][C:2]1[C:10]2[C:9](=[O:11])[NH:8][CH:7]=[N:6][C:5]=2[S:4][C:3]=1[C:12]([OH:14])=O.C(Cl)Cl.C(Cl)CCl.[C:22]1([N:28]2[CH2:33][CH2:32][NH:31][CH2:30][CH2:29]2)[CH:27]=[CH:26][CH:25]=[CH:24][CH:23]=1>CN(C1C=CN=CC=1)C.CN(C=O)C>[CH3:1][C:2]1[C:10]2[C:9](=[O:11])[NH:8][CH:7]=[N:6][C:5]=2[S:4][C:3]=1[C:12]([N:31]1[CH2:32][CH2:33][N:28]([C:22]2[CH:27]=[CH:26][CH:25]=[CH:24][CH:23]=2)[CH2:29][CH2:30]1)=[O:14]. Procedure details: To a solution of 5-methyl-4-oxo-3,4-dihydrothieno[2,3-d]pyrimidine-6-carboxylic acid, (0.42 g, 2 mmol) in 1:1 DCM and DMF (10 mL) was added EDC (0.764 g, 4 mmol), DMAP (cat.) and 4-phenylpiperazine (0.324 g, 2 mmol). The reaction was stirred at RT overnight and DCM was removed. The resultant residue was partitioned between EtOAc (50 mL) and H2O (50 mL). The organic layer was dried over Na2SO4 and concentrated to provide 0.4 g 5-methyl-6-(4-phenylpiperazine-1-carbonyl)thieno[2,3-d]pyrimidin-4(3H)... The reactants are keto ester, C=1C=CC=2C(C1)=CC=CC2O (Naphthol), CCOCC (Et2O), C(=O)(O)[O-].[Na+] (NaHCO3), C[Si](C=1SC=CN1)(C)C (2-trimethylsilylthiazole), CCOCC (Et2O), [Li]CCCC (n-BuLi). Run in hexanes. Reaction conditions: temperature -78 celsius, time 1 hour. The product is S1C=NC=C1C1(CC(CC2=CC(=CC=C12)OC)C(=O)OCC)O (1-(5-Thiazolyl)-3-carbethoxy-6-methoxy-1,2,3,4-tetrahydro-1-naphthol). RXN SMILES: C[Si](C)(C)[C:3]1[S:4][CH:5]=[CH:6][N:7]=1.[Li]CC[CH2:13][CH3:14].[CH:15]1[CH:16]=[CH:17][C:18]2[C:19](=[CH:21][CH:22]=[CH:23][C:24]=2[OH:25])[CH:20]=1.[C:26]([O-:29])(O)=[O:27].[Na+].C[CH2:32][O:33]CC>>[S:4]1[C:5]([C:24]2([OH:25])[C:18]3[C:19](=[CH:20][C:15]([O:33][CH3:32])=[CH:16][CH:17]=3)[CH2:21][CH:22]([C:26]([O:29][CH2:13][CH3:14])=[O:27])[CH2:23]2)=[CH:6][N:7]=[CH:3]1 |f:3.4|. Reported procedure: To a solution of 2-trimethylsilylthiazole (2.2 g, 13.9 mmoL) (J. Org. Chem., 1988, 53, 1748) in Et2O (12 mL) was added at -78° C., dropwise a solution of n-BuLi in hexanes (2.45m, 5.68 mL) and the solution was stirred for 30 min. A solution of keto ester from Naphthol 5, Step 3, (2.0 g, 8.05 mmoL) in Et2O (5 mL) was then added dropwise and the reaction was stirred at -78° C. for 1 hr. and warmed to r.t. A saturated NaHCO3 solution was added and the mixture was extracted with Et2O (2×), washed wi... Starting materials: C(C)(=O)[O-].[Na+] (sodium acetate), OC1=CC(OC2=CC=CC=C12)=O (4-hydroxy-coumarin), N(=O)[O-].[Na+] (sodium nitrite), Cl (hydrochloric acid), diazonium chloride, ClC=1C=C(N)C=CC1Cl (3,4-dichloro-aniline), cuprous chloride, ClC=1C=C(N)C=CC1Cl (3,4-dichloro-aniline). Solvent: CC(=O)C (acetone), O (water). Reaction conditions: time 1 hour. Product: ClC=1C=C(C=CC1Cl)C=1C(OC2=CC=CC=C2C1O)=O (3-(3',4'-Dichlorophenyl)-4-hydroxy-coumarin). The yield is 16.0%. RXN SMILES: [OH:1][C:2]1[C:11]2[C:6](=[CH:7][CH:8]=[CH:9][CH:10]=2)[O:5][C:4](=[O:12])[CH:3]=1.C([O-])(=O)C.[Na+].[Cl:18][C:19]1[CH:20]=[C:21]([CH:23]=[CH:24][C:25]=1[Cl:26])N.Cl.N([O-])=O.[Na+]>O.CC(C)=O>[Cl:18][C:19]1[CH:20]=[C:21]([C:3]2[C:4](=[O:12])[O:5][C:6]3[C:11]([C:2]=2[OH:1])=[CH:10][CH:9]=[CH:8][CH:7]=3)[CH:23]=[CH:24][C:25]=1[Cl:26] |f:1.2,5.6|. Procedure details: 33.8 g. (0.21 mol) of 4-hydroxy-coumarin, 140 ml. of acetone, 40 g. of sodium acetate and 6.6 g. of cuprous chloride are placed in a one-liter reactor. The mixture is brought to a temperature lower than 5° C. There are then added dropwise a solution of the diazonium chloride of 3,4-dichloro-aniline, prepared from 32.4 g. (0.2 mol) of 3,4-dichloro-aniline, 80 ml. of concentrated hydrochloric acid, 120 ml. of water and 20 g. (0.33 mol) of sodium nitrite. A slight liberation of nitrogen is found. T... The reactants are Cl.Cl.C(C1=CC=CC=C1)(C1=CC=CC=C1)[C@@H]1CNC[C@H]2N1CCC2 ((4R,8aS)-4-benzhydryloctahydropyrrolo[1,2-a]pyrazine dihydrochloride), solution, C(C)(=O)O[BH-](OC(C)=O)OC(C)=O.[Na+] (sodium triacetoxyborohydride), ClC1=C(C=O)C(=CC=C1)OC (2-chloro-6-methoxybenzaldehyde). Solvent: CN(C=O)C (N,N-dimethylformamide), CN(C=O)C (N,N-dimethylformamide). The product is C(C1=CC=CC=C1)(C1=CC=CC=C1)[C@@H]1CN(C[C@H]2N1CCC2)CC2=C(C=CC=C2OC)Cl ((4R,8aS)-4-benzhydryl-2-(2-chloro-6-methoxybenzyl)octahydropyrrolo[1,2-a]pyrazine). Yield: 49.1%. RXN SMILES: C(O[BH-](OC(=O)C)OC(=O)C)(=O)C.[Na+].[Cl:15][C:16]1[CH:23]=[CH:22][CH:21]=[C:20]([O:24][CH3:25])[C:17]=1[CH:18]=O.Cl.Cl.[CH:28]([C@H:41]1[N:46]2[CH2:47][CH2:48][CH2:49][C@H:45]2[CH2:44][NH:43][CH2:42]1)([C:35]1[CH:40]=[CH:39][CH:38]=[CH:37][CH:36]=1)[C:29]1[CH:34]=[CH:33][CH:32]=[CH:31][CH:30]=1>CN(C)C=O>[CH:28]([C@H:41]1[N:46]2[CH2:47][CH2:48][CH2:49][C@H:45]2[CH2:44][N:43]([CH2:18][C:17]2[C:20]([O:24][CH3:25])=[CH:21][CH:22]=[CH:23][C:16]=2[Cl:15])[CH2:42]1)([C:29]1[CH:34]=[CH:33][CH:32]=[CH:31][CH:30]=1)[C:35]1[CH:36]=[CH:37][CH:38]=[CH:39][CH:40]=1 |f:0.1,3.4.5|. Procedure details: A 1M solution of sodium triacetoxyborohydride in N,N-dimethylformamide (75 μl) was added portionwise to a mixture of 2-chloro-6-methoxybenzaldehyde (9.4 mg) and a solution of (4R,8aS)-4-benzhydryloctahydropyrrolo[1,2-a]pyrazine dihydrochloride (18.3 mg) in N,N-dimethylformamide (50 μl) at 25° C. and the whole was stirred at room temperature for 2 hours. The mixture was purified by high pressure liquid chromatography eluting with aqueous 0.1% trifluoroacetic acid solution-acetonitrile (90:10→10:9...